This data is from the Open Reaction Database (ORD), a public repository of structured organic reaction records. The task is: describe an organic reaction: reactants, conditions, products, and yield Run in C(C)(=O)OCC (ethyl acetate). Reactants: COC1=CC=C2N=CC(N(C2=C1)CCN1CCC(CC1)NCC#CC1=CC=CC=C1)=O (7-methoxy-1-(2-(4-(3-phenyl-2-propyn-1-ylamino)piperidin-1-yl)ethyl)quinoxalin-2(1H)-one), Cl.C(C)(=O)OCC (hydrogen chloride ethyl acetate). As a reaction SMILES: [CH3:1][O:2][C:3]1[CH:12]=[C:11]2[C:6]([N:7]=[CH:8][C:9](=[O:31])[N:10]2[CH2:13][CH2:14][N:15]2[CH2:20][CH2:19][CH:18]([NH:21][CH2:22][C:23]#[C:24][C:25]3[CH:30]=[CH:29][CH:28]=[CH:27][CH:26]=3)[CH2:17][CH2:16]2)=[CH:5][CH:4]=1.[ClH:32].C(OCC)(=O)C>C(OCC)(=O)C>[ClH:32].[CH3:1][O:2][C:3]1[CH:12]=[C:11]2[C:6]([N:7]=[CH:8][C:9](=[O:31])[N:10]2[CH2:13][CH2:14][N:15]2[CH2:16][CH2:17][CH:18]([NH:21][CH2:22][C:23]#[C:24][C:25]3[CH:26]=[CH:27][CH:28]=[CH:29][CH:30]=3)[CH2:19][CH2:20]2)=[CH:5][CH:4]=1 |f:1.2,4.5|. The product is Cl.COC1=CC=C2N=CC(N(C2=C1)CCN1CCC(CC1)NCC#CC1=CC=CC=C1)=O (7-methoxy-1-(2-(4-(3-phenyl-2-propyn-1-ylamino)piperidin-1-yl)ethyl)quinoxalin-2(1H)-one hydrochloride). Reported procedure: To 10 mL of an ethyl acetate solution containing 0.23 g of 7-methoxy-1-(2-(4-(3-phenyl-2-propyn-1-ylamino)piperidin-1-yl)ethyl)quinoxalin-2(1H)-one, 2 mL of 4 mol/L hydrogen chloride/ethyl acetate was added, and stirred at room temperature. The resulting solid was filtered to give 155 mg of 7-methoxy-1-(2-(4-(3-phenyl-2-propyn-1-ylamino)piperidin-1-yl)ethyl)quinoxalin-2(1H)-one hydrochloride as a brown solid. The reactants are [F-].C(CCC)[N+](CCCC)(CCCC)CCCC (tetra-n-butylammonium fluoride), O1CCCC1 (tetrahydrofuran), Cl (hydrochloric acid), ( ii ), Cl (monohydrochloride), COCCOC=1C=C2C(=NC=NC2=CC1OCCOC)NC=1C=C(C=CC1)C#CC(C)(O)C (4-[3-[[6,7-bis(2-methoxyethoxy)-4-quinazolinyl]amino]phenyl]-2-methyl-3-butyn-2-ol). Solvent: C(C)#N (acetonitrile), C(Cl)(Cl)Cl (chloroform), ClCCl (dichloromethane), C1(=CC=CC=C1)C (toluene), C(OC)COC (dimethoxyethane), C(C)OCC (diethyl ether), CC(C)O (2-propanol). Yields the product ClC1=NC=NC2=CC(=C(C=C12)OCCOC)OCCOC (4-chloro-6,7-bis(2-methoxyethoxy)quinazoline), NC=1C=C(C=CC1)C#CC(C)(O)C (4-(3-aminophenyl)-2-methyl-3-butyn-2-ol). RXN SMILES: [F-].C([N+](CCCC)(CCCC)CCCC)CCC.O1CCCC1.[ClH:24].[CH3:25][O:26][CH2:27][CH2:28][O:29][C:30]1[CH:31]=[C:32]2[C:37](=[CH:38][C:39]=1[O:40][CH2:41][CH2:42][O:43][CH3:44])[N:36]=[CH:35][N:34]=[C:33]2[NH:45][C:46]1[CH:47]=[C:48]([C:52]#[C:53][C:54]([CH3:57])([OH:56])[CH3:55])[CH:49]=[CH:50][CH:51]=1>CC(O)C.C(#N)C.C(Cl)(Cl)Cl.ClCCl.C1(C)C=CC=CC=1.C(COC)OC.C(OCC)C>[Cl:24][C:33]1[C:32]2[C:37](=[CH:38][C:39]([O:40][CH2:41][CH2:42][O:43][CH3:44])=[C:30]([O:29][CH2:28][CH2:27][O:26][CH3:25])[CH:31]=2)[N:36]=[CH:35][N:34]=1.[NH2:45][C:46]1[CH:47]=[C:48]([C:52]#[C:53][C:54]([CH3:57])([OH:56])[CH3:55])[CH:49]=[CH:50][CH:51]=1 |f:0.1|. Reported procedure: According to European Patent No. 1044969, erlotinib hydrochloride is prepared, either by (i) reacting 6,7-bis(2-methoxyethoxy)-N43-[(trimethylsilyl)ethynyl]phenyl-4-quinazolinamine monohydrochloride, obtained by the reaction of 4-chloro-6,7-bis(2-methoxyethoxy)quinazoline with a solution of 3-[(trimethylsilyl)ethynyl]aniline in 2-propanol at reflux, with tetra-n-butylammonium fluoride in an aprotic solvent such as tetrahydrofuran, diethyl ether, dimethoxyethane, toluene, dichloromethane and chlo... Starting materials: C(C)(=O)C1=C(OC2=C1C=C(C=C2)C#N)CCC2=CC=C(C=C2)OC (3-acetyl-2-[2-(4-methoxyphenyl)ethyl]-5-benzofurancarbonitrile), Cl (hydrochloric acid), [OH-].[Na+] (sodiumhydroxide), BrBr (bromine). Run in O1CCOCC1 (dioxane), O (water), O (water). The product is C(#N)C=1C=CC2=C(C(=C(O2)CCC2=CC=C(C=C2)OC)C(=O)O)C1 (5-cyano-2-[2-(4-methoxyphenyl)ethyl]-3-benzofurancarboxylic acid). Isolated yield 34.6%. As a reaction SMILES: [OH-:1].[Na+].BrBr.[C:5]([C:8]1[C:12]2[CH:13]=[C:14]([C:17]#[N:18])[CH:15]=[CH:16][C:11]=2[O:10][C:9]=1[CH2:19][CH2:20][C:21]1[CH:26]=[CH:25][C:24]([O:27][CH3:28])=[CH:23][CH:22]=1)(=[O:7])C.Cl>O.O1CCOCC1>[C:17]([C:14]1[CH:15]=[CH:16][C:11]2[O:10][C:9]([CH2:19][CH2:20][C:21]3[CH:22]=[CH:23][C:24]([O:27][CH3:28])=[CH:25][CH:26]=3)=[C:8]([C:5]([OH:1])=[O:7])[C:12]=2[CH:13]=1)#[N:18] |f:0.1|. Procedure: 5.2 g of sodiumhydroxide was dissolved in 30 ml of water, and the solution was cooled to a temperature of 0° C. or below. With stirring, to this were added dropwise 2.7 ml of bromine and then 40 ml of a dioxane solution containing 4.14 g of 3-acetyl-2-[2-(4-methoxyphenyl)ethyl]-5-benzofurancarbonitrile obtained in the above step d). The resulting mixture was stirred at 0° C. for 45 minutes with ice cooling for 1 hour. The resulting reaction solution was mixed with water, adjusted to pH 2 with co... The reactants are [OH-].[Na+] (sodium hydroxide), NC1=C(C=CC=C1)C1=C(C=CC=C1)[N+](=O)[O-] (2-amino-2′-nitrobiphenyl), C1(=CC=CC=C1)CN1CCC(CC1)=O (1-(phenylmethyl)-4-piperidone), C(C)(=O)O[BH-](OC(C)=O)OC(C)=O.[Na+] (sodium triacetoxyborohydride). Solvent: ClCCl (dichloromethane). Run at temperature 0 celsius, time 14 hour. Product: [N+](=O)([O-])C1=C(C=CC=C1)C1=C(C=CC=C1)NC1CCN(CC1)CC1=CC=CC=C1 (2-nitro-2′-[[1-(phenylmethyl)-4-piperidinyl]amino]-biphenyl). As a reaction SMILES: [NH2:1][C:2]1[CH:7]=[CH:6][CH:5]=[CH:4][C:3]=1[C:8]1[CH:13]=[CH:12][CH:11]=[CH:10][C:9]=1[N+:14]([O-:16])=[O:15].[C:17]1([CH2:23][N:24]2[CH2:29][CH2:28][C:27](=O)[CH2:26][CH2:25]2)[CH:22]=[CH:21][CH:20]=[CH:19][CH:18]=1.C(O[BH-](OC(=O)C)OC(=O)C)(=O)C.[Na+].[OH-].[Na+]>ClCCl>[N+:14]([C:9]1[CH:10]=[CH:11][CH:12]=[CH:13][C:8]=1[C:3]1[CH:4]=[CH:5][CH:6]=[CH:7][C:2]=1[NH:1][CH:27]1[CH2:26][CH2:25][N:24]([CH2:23][C:17]2[CH:22]=[CH:21][CH:20]=[CH:19][CH:18]=2)[CH2:29][CH2:28]1)([O-:16])=[O:15] |f:2.3,4.5|. Procedure: To a solution of 30.0 g (0.140 mol) of 2-amino-2′-nitrobiphenyl and 111.5 g (0.630 mol) of 1-(phenylmethyl)-4-piperidone in 1200 mL of dichloromethane were added a total of 140.5 g (0.630 mol) of sodium triacetoxyborohydride in batches whilst maintaining a reaction temperature of 0° C. and the mixture was then stirred for 14 hours at room temperature. It was made alkaline with sodium hydroxide solution, the dichloromethane phase was separated off, dried over sodium sulfate and concentrated by ev... Reactants: CCCCBr, Oc1ccc2cc(Br)ccc2c1. The product is CCCCOc1ccc2cc(Br)ccc2c1. RXN SMILES: [Br:13][CH2:14][CH2:15][CH2:16][CH3:17].[Br:1][c:2]1[cH:3][c:4]2[cH:5][cH:6][c:7]([OH:12])[cH:8][c:9]2[cH:10][cH:11]1>>[Br:1][c:2]1[cH:3][c:4]2[cH:5][cH:6][c:7]([O:12][CH2:14][CH2:15][CH2:16][CH3:17])[cH:8][c:9]2[cH:10][cH:11]1. Starting materials: C(CCC=C)OC(=O)N[C@@H](CCCC)C(=O)O (N-[(pent-4-en-1-yloxy)carbonyl]-L-norleucine), C(CCCC=C)O (5-hexenol). Product: C(CCCC=C)OC(=O)N[C@@H](CCCC)C(=O)O (N-[(Hex-5-en-1-yloxy)carbonyl]-L-norleucine). RXN SMILES: [CH2:1]([O:6][C:7]([NH:9][C@H:10]([C:15]([OH:17])=[O:16])[CH2:11][CH2:12][CH2:13][CH3:14])=[O:8])[CH2:2][CH2:3][CH:4]=[CH2:5].[CH2:18](O)CCCC=C>>[CH2:1]([O:6][C:7]([NH:9][C@H:10]([C:15]([OH:17])=[O:16])[CH2:11][CH2:12][CH2:13][CH3:14])=[O:8])[CH2:2][CH2:3][CH2:4][CH:5]=[CH2:18]. Procedure details: N-[(Hex-5-en-1-yloxy)carbonyl]-L-norleucine was prepared according to the procedure for N-[(pent-4-en-1-yloxy)carbonyl]-L-norleucine by using 5-hexenol instead of 4-pentenol. LRMS (ESI) m/z 258 [(M+H)+; calcd for C13H24NO4: 258].